This data is from the Open Reaction Database (ORD), a public repository of structured organic reaction records. The task is: describe an organic reaction: reactants, conditions, products, and yield Reactants: FC(C1=NC2=CC=C(C=C2C(=C1C(=O)Cl)O)C(C)C)(F)F (2-trifluoromethyl-6-isopropyl-4-hydroxy-3-quinoline-carboxylic acid chloride), NC=1SC=CN1 (2-amino-thiazole). The product is FC(C1=NC2=CC=C(C=C2C(=C1C(=O)NC=1SC=CN1)O)C(C)C)(F)F (2-trifluoromethyl-6-isopropyl-4-hydroxy-N-(2-thiazolyl)-3-quinolinecarboxamide). As a reaction SMILES: [F:1][C:2]([F:21])([F:20])[C:3]1[C:12]([C:13](Cl)=[O:14])=[C:11]([OH:16])[C:10]2[C:5](=[CH:6][CH:7]=[C:8]([CH:17]([CH3:19])[CH3:18])[CH:9]=2)[N:4]=1.[NH2:22][C:23]1[S:24][CH:25]=[CH:26][N:27]=1>>[F:1][C:2]([F:21])([F:20])[C:3]1[C:12]([C:13]([NH:22][C:23]2[S:24][CH:25]=[CH:26][N:27]=2)=[O:14])=[C:11]([OH:16])[C:10]2[C:5](=[CH:6][CH:7]=[C:8]([CH:17]([CH3:19])[CH3:18])[CH:9]=2)[N:4]=1. Procedure: Using the procedure of Step F of Example 1, the product of Step F and 10 g of 2-amino-thiazole were reacted to obtain after crystallization from isopropanol 9.64 g of 2-trifluoromethyl-6-isopropyl-4-hydroxy-N-(2-thiazolyl)-3-quinolinecarboxamide melting at 262° C. The reactants are C[Mg]Cl (MeMgCl), C[Mg]Cl (MeMgCl), C(C)C1=C(NC=2N=CC=3N(C21)C=CN3)C3=CC=C(C=C3)C(C)=O (1-(4-(1-Ethyl-3H-imidazo[1,2-a]pyrrolo[2,3-e]pyrazin-2-yl)phenyl)ethanone). Solvent: C1CCOC1 (THF), C1CCOC1 (THF). Run at temperature -20 celsius. Product: C(C)C1=C(NC=2N=CC=3N(C21)C=CN3)C3=CC=C(C=C3)C(C)(C)O (2-(4-(1-ethyl-3H-imidazo[1,2-a]pyrrolo[2,3-e]pyrazin-2-yl)phenyl)propan-2-ol). Isolated yield 50.5%. As a reaction SMILES: [CH3:1][Mg]Cl.[CH2:4]([C:6]1[C:14]2[N:13]3[CH:15]=[CH:16][N:17]=[C:12]3[CH:11]=[N:10][C:9]=2[NH:8][C:7]=1[C:18]1[CH:23]=[CH:22][C:21]([C:24](=[O:26])[CH3:25])=[CH:20][CH:19]=1)[CH3:5]>C1COCC1>[CH2:4]([C:6]1[C:14]2[N:13]3[CH:15]=[CH:16][N:17]=[C:12]3[CH:11]=[N:10][C:9]=2[NH:8][C:7]=1[C:18]1[CH:23]=[CH:22][C:21]([C:24]([OH:26])([CH3:1])[CH3:25])=[CH:20][CH:19]=1)[CH3:5]. Procedure: MeMgCl (3 M in THF, 0.54 mL, 1.6 mmol) was added to THF (3 mL) then cooled to about −20° C. 1-(4-(1-Ethyl-3H-imidazo[1,2-a]pyrrolo[2,3-e]pyrazin-2-yl)phenyl)ethanone (0.062 g, 0.204 mmol) was suspended in THF (3 mL) then added to the MeMgCl solution with stirring while maintaining the temperature of the mixture at about −15 to −20° C. The flask with the 1-(4-(1-ethyl-3H-imidazo[1,2-a]pyrrolo[2,3-e]pyrazin-2-yl)phenyl)ethanone was rinsed with THF (2 mL) then this solution was also added to the Me...